From a dataset of the Open Reaction Database (ORD), a public repository of structured organic reaction records. describe an organic reaction: reactants, conditions, products, and yield The reactants are [Al+3], C1CCOC1, Cl, [H-], [H-], [H-], [H-], [Li+], Nc1cc(CCC(=O)O)ccn1. Product: Nc1cc(CCCO)ccn1. Reaction SMILES: [Al+3:15].[CH2:20]1[O:21][CH2:22][CH2:23][CH2:24]1.[ClH:1].[H-:14].[H-:17].[H-:18].[H-:19].[Li+:16].[NH2:2][c:3]1[n:4][cH:5][cH:6][c:7]([CH2:9][CH2:10][C:11](=[O:12])[OH:13])[cH:8]1>>[NH2:2][c:3]1[n:4][cH:5][cH:6][c:7]([CH2:9][CH2:10][CH2:11][OH:12])[cH:8]1. The reactants are ClC1=C(C(=O)O)C=C(C(=C1)F)C1=NN(C(=C1C)C(F)(F)F)C (2-chloro-5-[1,4-dimethyl-5-(trifluoromethyl)-1H-pyrazol-3-yl]-4-fluorobenzoic acid), B.C1CCOC1 (borane THF), ice water. The solvent is C1CCOC1 (THF). Product: ClC1=C(C=C(C(=C1)F)C1=NN(C(=C1C)C(F)(F)F)C)CO (2-chloro-5-[1,4-dimethyl-5-(trifluoromethyl)-1H-pyrazol-3-yl]-4-fluorobenzenemethanol). Isolated yield 90.4%. Reaction SMILES: [Cl:1][C:2]1[CH:10]=[C:9]([F:11])[C:8]([C:12]2[C:16]([CH3:17])=[C:15]([C:18]([F:21])([F:20])[F:19])[N:14]([CH3:22])[N:13]=2)=[CH:7][C:3]=1[C:4](O)=[O:5].B.C1COCC1>C1COCC1>[Cl:1][C:2]1[CH:10]=[C:9]([F:11])[C:8]([C:12]2[C:16]([CH3:17])=[C:15]([C:18]([F:19])([F:21])[F:20])[N:14]([CH3:22])[N:13]=2)=[CH:7][C:3]=1[CH2:4][OH:5] |f:1.2|. Procedure: A solution of 1.5 g of 2-chloro-5-[1,4-dimethyl-5-(trifluoromethyl)-1H-pyrazol-3-yl]-4-fluorobenzoic acid (Ex. 2) in 30 mL of anhydrous THF was treated with 10 mL of 1.0M borane-THF solution and heated to reflux for 24 hr. The mixture was allowed to cool and added to ice water. A precipitate formed which was collected by filtration, washed with cold water and dried to give 1.3 g of 2-chloro-5-[1,4-dimethyl-5-(trifluoromethyl)-1H-pyrazol-3-yl]-4-fluorobenzenemethanol as a white solid: mp 58° C.; ... Reactants: FC(SC1=CC=C(C=C1)NN)(F)F (4-(trifluoromethylthio)phenylhydrazine), CC(CCCCS(=O)(=O)O)C(C)=O (5-methyl-6-oxoheptane-1-sulphonic acid). Solvent: C(C)(=O)O (acetic acid). Yields the product FC(SC=1C=C2C(C(=NC2=CC1)C)(CCCCS(=O)(=O)O)C)(F)F (5-(Trifluoromethylthio)-2,3-dimethyl-3-(4-sulfobutyl)-3H-indole). Yield: 14.2%. RXN SMILES: [F:1][C:2]([F:13])([F:12])[S:3][C:4]1[CH:9]=[CH:8][C:7]([NH:10]N)=[CH:6][CH:5]=1.[CH3:14][CH:15]([C:24](=O)[CH3:25])[CH2:16][CH2:17][CH2:18][CH2:19][S:20]([OH:23])(=[O:22])=[O:21]>C(O)(=O)C>[F:1][C:2]([F:13])([F:12])[S:3][C:4]1[CH:9]=[C:8]2[C:7](=[CH:6][CH:5]=1)[N:10]=[C:24]([CH3:25])[C:15]2([CH3:14])[CH2:16][CH2:17][CH2:18][CH2:19][S:20]([OH:23])(=[O:21])=[O:22]. Procedure details: To 4-(trifluoromethylthio)phenylhydrazine (1 g) in acetic acid (40 ml) was added 5-methyl-6-oxoheptane-1-sulphonic acid (1.4 g) and the solution heated to reflux overnight. The volatiles were removed on a rotary evaporator to give the crude product, 1.1 g of which was purified by preparative HPLC. The relevant fractions were combined, concentrated on a rotary evaporator and freeze dried to give the desired product (260 mg). M+=381